Dataset: the Open Reaction Database (ORD), a public repository of structured organic reaction records. Task: describe an organic reaction: reactants, conditions, products, and yield The reactants are C(C)OC(C1=CC(=NC=C1)Cl)=O (2-chloro-isonicotinic acid ethyl ester), CN1CCNCC1 (1-methylpiperazine). The product is C(C)OC(C1=CC(=NC=C1)N1CCN(CC1)C)=O (2-(4-Methyl-piperazin-1-yl)-isonicotinic acid ethyl ester). The yield is 50.0%. Reaction SMILES: [CH2:1]([O:3][C:4](=[O:12])[C:5]1[CH:10]=[CH:9][N:8]=[C:7](Cl)[CH:6]=1)[CH3:2].[CH3:13][N:14]1[CH2:19][CH2:18][NH:17][CH2:16][CH2:15]1>>[CH2:1]([O:3][C:4](=[O:12])[C:5]1[CH:10]=[CH:9][N:8]=[C:7]([N:17]2[CH2:18][CH2:19][N:14]([CH3:13])[CH2:15][CH2:16]2)[CH:6]=1)[CH3:2]. Procedure details: A solution of 5.56 g (30 mmol) 2-chloro-isonicotinic acid ethyl ester in 20 ml 1-methylpiperazine was heated for 5 hrs at 90° C. The solvent was evaporated and the residue purified by chromatography to give 3.72 g (50%) of the title compound as a yellow oil. Starting materials: ( E )-, FC1=CC=C(C=O)C=C1.ClC1=CC=C(\C=N/O)C=C1 ((Z)-4-chloro-benzaldehyde oxime 4-fluorobenzaldehyde), ClN1C(CCC1=O)=O (N-chlorosuccinimide). Solvent: CN(C)C=O (DMF). Run at time 1 hour. The product is O\N=C(\C1=CC=C(C=C1)Cl)/Cl ((Z)—N-Hydroxy-4-chloro-benzenecarboximidoyl chloride). Isolated yield 86.4%. RXN SMILES: FC1C=CC(C=O)=CC=1.[Cl:10][C:11]1[CH:19]=[CH:18][C:14](/[CH:15]=[N:16]\[OH:17])=[CH:13][CH:12]=1.[Cl:20]N1C(=O)CCC1=O>CN(C=O)C>[OH:17]/[N:16]=[C:15](\[Cl:20])/[C:14]1[CH:18]=[CH:19][C:11]([Cl:10])=[CH:12][CH:13]=1 |f:0.1|. Procedure: To a solution of (E)- and/or (Z)-4-chloro-benzaldehyde oxime 4-fluorobenzaldehyde (27.0 g, 173 mmol) in DMF (173 mL) was added N-chlorosuccinimide (22.8 g, 173 mmol) portionwise over 1 h, keeping the temperature below 35° C. The reaction mixture was stirred at room temperature for 1 h. The mixture was then poured onto ice-water, and extracted with ethyl acetate. The combined organic layers were then washed with water and brine, dried over sodium sulfate and evaporated to afford the title compoun... The reactants are C(C)(=O)O (Acetic acid), COC=1C=CC2=C(N(C(C=N2)=O)CCC=O)N1 (3-(6-methoxy-3-oxopyrido[2,3-b]pyrazin-4(3H)-yl)propanal), N[C@@H]1CC(N(C1)C=1C=CC=2OCC(NC2N1)=O)=O (6-[(4R)-4-amino-2-oxopyrrolidin-1-yl]-2H-pyrido[3,2-b][1,4]oxazin-3(4H)-one), C(C)(C)(C)OC(N[C@H]1CNC(C1)=O)=O ([(3R)-5-oxopyrrolidin-3-yl]carbamic acid tert-butyl ester), C(C)(=O)O[BH-](OC(C)=O)OC(C)=O.[Na+] (sodium triacetoxyborohydride), C(O)([O-])=O.[Na+] (sodium hydrogen carbonate). The solvent is CN(C=O)C (N,N-dimethylformamide). Run at time 10 minute. Product: COC=1C=CC2=C(N(C(C=N2)=O)CCCN[C@@H]2CC(N(C2)C=2C=CC=3OCC(NC3N2)=O)=O)N1 (6-[(4R)-4-{[3-(6-Methoxy-3-oxopyrido[2,3-b]pyrazin-4(3H)-yl)propyl]amino}-2-oxopyrrolidin-1-yl]-2H-pyrido[3,2-b][1,4]oxazin-3(4H)-one). Isolated yield 23.0%. RXN SMILES: C(O)(=O)C.[CH3:5][O:6][C:7]1[CH:8]=[CH:9][C:10]2[N:15]=[CH:14][C:13](=[O:16])[N:12]([CH2:17][CH2:18][CH:19]=O)[C:11]=2[N:21]=1.[NH2:22][C@H:23]1[CH2:27][N:26]([C:28]2[CH:29]=[CH:30][C:31]3[O:32][CH2:33][C:34](=[O:38])[NH:35][C:36]=3[N:37]=2)[C:25](=[O:39])[CH2:24]1.C(OC(=O)N[C@@H]1CC(=O)NC1)(C)(C)C.C(O[BH-](OC(=O)C)OC(=O)C)(=O)C.[Na+].C(=O)([O-])O.[Na+]>CN(C)C=O>[CH3:5][O:6][C:7]1[CH:8]=[CH:9][C:10]2[N:15]=[CH:14][C:13](=[O:16])[N:12]([CH2:17][CH2:18][CH2:19][NH:22][C@H:23]3[CH2:27][N:26]([C:28]4[CH:29]=[CH:30][C:31]5[O:32][CH2:33][C:34](=[O:38])[NH:35][C:36]=5[N:37]=4)[C:25](=[O:39])[CH2:24]3)[C:11]=2[N:21]=1 |f:4.5,6.7|. Reported procedure: Acetic acid (0.06 g, 1 mmol) was added dropwise to a mixture of 3-(6-methoxy-3-oxopyrido[2,3-b]pyrazin-4(3H)-yl)propanal (synthesized with reference to WO2008/9700; 0.2 g, 0.85 mmol), 6-[(4R)-4-amino-2-oxopyrrolidin-1-yl]-2H-pyrido[3,2-b][1,4]oxazin-3(4H)-one (synthesized using [(3R)-5-oxopyrrolidin-3-yl]carbamic acid tert-butyl ester synthesized with reference to WO2004/22536 in the same manner as in Reference Examples 20, 21 and 22; 0.25 g, 1.0 mmol) and N,N-dimethylformamide (4 ml). The mixtu... Starting materials: NC=1C=C(C=CC1[N+](=O)[O-])O (3-amino-4-nitrophenol), [OH-].[Na+] (NaOH), CCOC(=O)C (EtOAc), Cl.ClCC1=NC2=CC=CC=C2C=C1 (2-(chloromethyl)quinoline hydrochloride). Run in C(C)#N (acetonitrile). Run at time 2 hour. Product: [N+](=O)([O-])C1=C(N)C=C(C=C1)OCC1=NC2=CC=CC=C2C=C1 (2-Nitro-5-(quinolin-2-ylmethoxy)aniline). RXN SMILES: [NH2:1][C:2]1[CH:3]=[C:4]([OH:11])[CH:5]=[CH:6][C:7]=1[N+:8]([O-:10])=[O:9].[OH-].[Na+].Cl.Cl[CH2:16][C:17]1[CH:26]=[CH:25][C:24]2[C:19](=[CH:20][CH:21]=[CH:22][CH:23]=2)[N:18]=1.CCOC(C)=O>C(#N)C>[N+:8]([C:7]1[CH:6]=[CH:5][C:4]([O:11][CH2:16][C:17]2[CH:26]=[CH:25][C:24]3[C:19](=[CH:20][CH:21]=[CH:22][CH:23]=3)[N:18]=2)=[CH:3][C:2]=1[NH2:1])([O-:10])=[O:9] |f:1.2,3.4|. Reported procedure: To a solution of 3-amino-4-nitrophenol (5.0 g, 32 mmol) in acetonitrile (162 mL) was added 4N NaOH (16.2 mL, 4 N) followed by 2-(chloromethyl)quinoline hydrochloride (7.6 g, 34 mmol) and the resulting mixture was stirred at RT for 2 h. The reaction was then heated to 80° C. for 4 h. The reaction mixture was cooled to RT and concentrated to dryness. Water was added to the residue to give a dark orange solid that was isolated by filtration. Trituration using EtOAc then afforded the title compound.... Yields the product C(C)OC(COC1=C(C=C(C=C1)SCC=C(C=1OC=CC1)C=1OC=CC1)C(F)(F)F)=O ({4-[3,3-bis-(2-furanyl)-allylsulfanyl]-2-trifluoromethyl-phenoxy}-acetic acid ethyl ester). RXN SMILES: [O:1]1[CH:5]=[CH:4][CH:3]=[C:2]1[C:6]([C:10]1[O:11][CH:12]=[CH:13][CH:14]=1)=[CH:7][CH2:8]O.C1(P(C2C=CC=CC=2)C2C=CC=CC=2)C=CC=CC=1.CCOC(/N=N/C(OCC)=O)=O.[CH2:46]([O:48][C:49](=[O:63])[CH2:50][O:51][C:52]1[CH:57]=[CH:56][C:55]([SH:58])=[CH:54][C:53]=1[C:59]([F:62])([F:61])[F:60])[CH3:47]>C1COCC1>[CH2:46]([O:48][C:49](=[O:63])[CH2:50][O:51][C:52]1[CH:57]=[CH:56][C:55]([S:58][CH2:8][CH:7]=[C:6]([C:10]2[O:11][CH:12]=[CH:13][CH:14]=2)[C:2]2[O:1][CH:5]=[CH:4][CH:3]=2)=[CH:54][C:53]=1[C:59]([F:60])([F:61])[F:62])[CH3:47]. Procedure: To a solution of 3,3-bis-(2-furanyl)-prop-2-en-1-ol (104 mg, 0.55 mmol) and triphenylphosphine (275 mg, 1.09 mmol) in THF (10 ml) was added, at room temperature and under nitrogen atmosphere, DEAD (190 mg, 1.09 mmol). The reaction mixture was stirred for 5 min after which (2-trifluoromethyl4-mercapto-phenoxy)-acetic acid ethyl ester (230 mg, 0.82 mmol) was added over 15 min. The reaction mixture was stirred at 0oC for 2 hours followed by 18 hours at room temperature and 3 hours at 50° C. The rea... Solvent: C1CCOC1 (THF). Run at time 2 hour. The reactants are C(C)OC(COC1=C(C=C(C=C1)S)C(F)(F)F)=O ((2-trifluoromethyl4-mercapto-phenoxy)-acetic acid ethyl ester), O1C(=CC=C1)C(=CCO)C=1OC=CC1 (3,3-bis-(2-furanyl)-prop-2-en-1-ol), C1(=CC=CC=C1)P(C1=CC=CC=C1)C1=CC=CC=C1 (triphenylphosphine), CCOC(=O)/N=N/C(=O)OCC (DEAD). Reactants: Br, COC(=O)C(C)c1ccc(CC2(C#N)CSCC2=O)cc1, C1COCCO1. Product: CC(C(=O)O)c1ccc(CC2(C#N)CSCC2=O)cc1. Reaction SMILES: [BrH:22].[C:1](#[N:2])[C:3]1([CH2:9][c:10]2[cH:11][cH:12][c:13]([CH:16]([C:17](=[O:18])[O:19][CH3:20])[CH3:21])[cH:14][cH:15]2)[CH2:4][S:5][CH2:6][C:7]1=[O:8].[CH2:23]1[O:24][CH2:25][CH2:26][O:27][CH2:28]1>>[C:1](#[N:2])[C:3]1([CH2:9][c:10]2[cH:11][cH:12][c:13]([CH:16]([C:17](=[O:18])[OH:19])[CH3:21])[cH:14][cH:15]2)[CH2:4][S:5][CH2:6][C:7]1=[O:8]. Reactants: C(C)(CC)P (Sec. butylphosphine), C(C=C)(=O)OC (methyl acrylate), N(=NC(C#N)C(C)C)C(C#N)C(C)C (azobis(isovaleronitrile)), C(C)(CC)P(CCC(=O)OC)CCC(=O)OC (sec. butylbis(carbomethoxyethyl)phosphine), OO (hydrogen peroxide). Yields the product C(C)(CC)P(CCC(=O)O)(CCC(=O)O)=O (Sec.Butyl Bis(β-Carboxyethyl)Phosphine Oxide). As a reaction SMILES: C(P)(CC)C.C(OC)(=[O:9])C=C.N(C(C(C)C)C#N)=NC(C(C)C)C#N.[CH:26]([P:30]([CH2:37][CH2:38][C:39]([O:41]C)=[O:40])[CH2:31][CH2:32][C:33]([O:35]C)=[O:34])([CH2:28][CH3:29])[CH3:27].OO>>[CH:26]([P:30](=[O:9])([CH2:37][CH2:38][C:39]([OH:41])=[O:40])[CH2:31][CH2:32][C:33]([OH:35])=[O:34])([CH2:28][CH3:29])[CH3:27]. Reported procedure: Sec. butylphosphine, 592 parts (85% purity) is reacted with 860 parts of methyl acrylate containing 4.9 parts of azobis(isovaleronitrile) at 67°-100° C. for 3.5 hours. The reaction product, sec. butylbis(carbomethoxyethyl)phosphine is reacted with 10% molar excess hydrogen peroxide (25% solution) for two hours at 60° C. to give the corresponding phosphine oxide. The latter is hydrolyzed with dilute sulfuric acid to give after recrystallization from water, sec. butyl bis(β-carboxyethyl)phosphine ...